This data is from the Open Reaction Database (ORD), a public repository of structured organic reaction records. The task is: describe an organic reaction: reactants, conditions, products, and yield The reactants are C1(CC1)COC=1C=C(CCl)C=CC1OC(F)F (3-cyclopropylmethoxy-4-difluoromethoxybenzyl chloride), [C-]#N.[Na+] (sodium cyanide). Solvent: CN(C=O)C (dimethylformamide). Product: C1(CC1)COC=1C=C(C=CC1OC(F)F)CC#N ((3-Cyclopropylmethoxy-4-difluoromethoxyphenyl)acetonitrile). The yield is 95.7%. Reaction SMILES: [CH:1]1([CH2:4][O:5][C:6]2[CH:7]=[C:8]([CH:11]=[CH:12][C:13]=2[O:14][CH:15]([F:17])[F:16])[CH2:9]Cl)[CH2:3][CH2:2]1.[C-:18]#[N:19].[Na+]>CN(C)C=O>[CH:1]1([CH2:4][O:5][C:6]2[CH:7]=[C:8]([CH2:9][C:18]#[N:19])[CH:11]=[CH:12][C:13]=2[O:14][CH:15]([F:17])[F:16])[CH2:3][CH2:2]1 |f:1.2|. Procedure: To 3-cyclopropylmethoxy-4-difluoromethoxybenzyl chloride (26 g) in dimethylformamide (150 mL) under an argon atmosphere was added sodium cyanide (9.7 g, 198 mmol). The resulting mixture was stirred at room temperature and heated gently for 2 h, then cooled and concentrated. The mixture was partitioned between basic brine and ether and extracted twice. The organic extract was washed with brine and was dried (sodium sulfate). The solvent was removed in vacuo to provide an orange-brown oil (24 g), ... The reactants are COCOC1=C(C=CC(=C1)OCOC)C1=CC(CCC1)=O (3-[2,4-Bis(methoxymethoxy)phenyl]-2-cyclohexen-1-one), resin. Solvent: CO (methanol). Conditions: time 2 hour. Yields the product OC1=C(C=CC(=C1)O)C1=CC(CCC1)=O (3-(2,4-dihydroxyphenyl)-2-cyclohexen-1-one). The yield is 76.0%. As a reaction SMILES: COC[O:4][C:5]1[CH:10]=[C:9]([O:11]COC)[CH:8]=[CH:7][C:6]=1[C:15]1[CH2:20][CH2:19][CH2:18][C:17](=[O:21])[CH:16]=1>CO>[OH:4][C:5]1[CH:10]=[C:9]([OH:11])[CH:8]=[CH:7][C:6]=1[C:15]1[CH2:20][CH2:19][CH2:18][C:17](=[O:21])[CH:16]=1. Procedure: 3-[2,4-Bis(methoxymethoxy)phenyl]-2-cyclohexen-1-one (50 m g) was heated to 50° C. in methanol (4 ml) containing acidic ion exchange resin (500 mg). After 2 hr, the mixture was filtered and the filtrate was evaporated in vacuo and purified by flash column chromatography (SiO2, ether/petroleum ether, 9:1, v/v) to furnish the title compound as a yellow solid (31 mg, 76%). δH (DMSO) 1.95 (2H, quintet), 2.30 (2H, t), 2.69 (2H, t), 6.26 (2H, overlapping m), 6.35 (1H, m), 7.10 (1H, d), 9.67 (1H, bs), ... Reactants: ClC1=C(C(=NC2=CN=CC=C12)C1=NC=CC=C1)C (4-chloro-3-methyl-2-(pyridin-2-yl)-1,7-naphthyridine), O1CCN(CC1)C=1C=C2C(=NC1)C1(CN2)CCOCC1 (6′-morpholino-1′,2,2′,3,5,6-hexahydrospiro[pyran-4,3′-pyrrolo[3,2-b]pyridine]), CC(C)C1=CC(=C(C(=C1)C(C)C)C2=C(C=CC=C2)P(C3CCCCC3)C4CCCCC4)C(C)C (XPhos), CC(C)([O-])C.[Na+] (sodium tert-butoxide). Solvent: C1(=CC=CC=C1)C (toluene). The product is N1(CCOCC1)C1=C(C=C(C=C1)N1CCOCC1)NC1=C(C(=NC2=CN=CC=C12)C1=NC=CC=C1)C (N-(2,5-di-4-morpholinylphenyl)-3-methyl-2-(2-pyridinyl)-1,7-naphthyridin-4-amine). As a reaction SMILES: Cl[C:2]1[C:11]2[C:6](=[CH:7][N:8]=[CH:9][CH:10]=2)[N:5]=[C:4]([C:12]2[CH:17]=[CH:16][CH:15]=[CH:14][N:13]=2)[C:3]=1[CH3:18].[O:19]1[CH2:24][CH2:23][N:22]([C:25]2[CH:26]=[C:27]3[NH:33]C[C:31]4([CH2:38]COCC4)[C:28]3=[N:29][CH:30]=2)[CH2:21][CH2:20]1.CC(C1C=C(C(C)C)C(C2C=CC=CC=2P(C2CCCCC2)C2CCCCC2)=C([CH:70]([CH3:72])C)C=1)C.C[C:74](C)([O-:76])C.[Na+]>C1(C)C=CC=CC=1>[N:29]1([C:28]2[CH:31]=[CH:38][C:25]([N:22]3[CH2:21][CH2:20][O:19][CH2:24][CH2:23]3)=[CH:26][C:27]=2[NH:33][C:2]2[C:11]3[C:6](=[CH:7][N:8]=[CH:9][CH:10]=3)[N:5]=[C:4]([C:12]3[CH:17]=[CH:16][CH:15]=[CH:14][N:13]=3)[C:3]=2[CH3:18])[CH2:30][CH2:74][O:76][CH2:70][CH2:72]1 |f:3.4|. Procedure: To a stirred solution of 4-chloro-3-methyl-2-(pyridin-2-yl)-1,7-naphthyridine (70 mg, 0.27 mmol), 6′-morpholino-1′,2,2′,3,5,6-hexahydrospiro[pyran-4,3′-pyrrolo[3,2-b]pyridine] (75 mg, 0.27 mmol) and XPhos™ precatalyst (20 mg, 0.03 mmol) in toluene (3 mL) was added sodium tert-butoxide (53 mg, 0.55 mmol) and the reaction was heated at reflux for 2 h. After this time the reaction was allowed to cool to rt and partitioned between EtOAc (60 mL) and water (20 mL). The separated organic layer was drie... Reactants: [H-].[Al+3].[Li+].[H-].[H-].[H-] (lithium aluminum hydride), ClC1=CC2=C(OC3=C(CCN(CCO2)C(=O)OCC)C=CC=C3)C=C1 (ethyl 3-chloro-7,8,9,10-tetrahydro-6H-dibenzo[b,j][1,4,7]dioxaazacycloundecine-8-carboxylate), [OH-].[Na+] (sodium hydroxide), [Cl-].[Cl-].[Cl-].[Al+3] (aluminum trichloride). Solvent: C(C)OCC (diethyl ether), O1CCCC1 (tetrahydrofuran), C(C)OCC (diethyl ether). Reaction conditions: temperature 5 celsius, time 30 minute. Product: ClC1=CC2=C(OC3=C(CCN(CCO2)C)C=CC=C3)C=C1 (3-chloro-7,8,9,10-tetrahydro-8-methyl-6H-dibenzo[b,j][1,4,7]dioxaazacycloundecine). Reaction SMILES: [Cl-].[Cl-].[Cl-].[Al+3].[H-].[Al+3].[Li+].[H-].[H-].[H-].[Cl:11][C:12]1[CH:35]=[CH:34][C:15]2[O:16][C:17]3[CH:33]=[CH:32][CH:31]=[CH:30][C:18]=3[CH2:19][CH2:20][N:21]([C:25](OCC)=O)[CH2:22][CH2:23][O:24][C:14]=2[CH:13]=1.[OH-].[Na+]>C(OCC)C.O1CCCC1>[Cl:11][C:12]1[CH:35]=[CH:34][C:15]2[O:16][C:17]3[CH:33]=[CH:32][CH:31]=[CH:30][C:18]=3[CH2:19][CH2:20][N:21]([CH3:25])[CH2:22][CH2:23][O:24][C:14]=2[CH:13]=1 |f:0.1.2.3,4.5.6.7.8.9,11.12|. Reported procedure: A suspension of 3.13 g of aluminum trichloride in 110 ml of diethyl ether was added to a suspension of 1.56 g lithium aluminum hydride in 110 ml of diethyl ether and then cooled to approx. 5° C., after which a solution of 4.27 g of ethyl 3-chloro-7,8,9,10-tetrahydro-6H-dibenzo[b,j][1,4,7]dioxaazacycloundecine-8-carboxylate 92 ml of tetrahydrofuran was slowly added. After 1 h the aluminum complex was decomposed by addition of 21 ml of 1N sodium hydroxide solution. After 30 min stirring the salts ...